From a dataset of the Open Reaction Database (ORD), a public repository of structured organic reaction records. describe an organic reaction: reactants, conditions, products, and yield Reactants: C(CCCCCCCCC#C)O (undec-10-yn-1-ol), N1=CC=CC2=CC=CC=C12 (quinoline). The reagents and catalysts are [Pd].CC(=O)[O-].CC(=O)[O-].[Pb+2] (Lindlar's catalyst). The solvent is CCO (EtOH). Reaction conditions: time 1 hour. Product: C(CCCCCCCCC=C)O (undec-10-en-1-ol). Yield: 101.0%. As a reaction SMILES: [CH2:1]([OH:12])[CH2:2][CH2:3][CH2:4][CH2:5][CH2:6][CH2:7][CH2:8][CH2:9][C:10]#[CH:11].N1C2C(=CC=CC=2)C=CC=1>[Pd].CC([O-])=O.CC([O-])=O.[Pb+2].CCO>[CH2:1]([OH:12])[CH2:2][CH2:3][CH2:4][CH2:5][CH2:6][CH2:7][CH2:8][CH2:9][CH:10]=[CH2:11] |f:2.3.4.5|. Procedure details: A mixture of undec-10-yn-1-ol (0.84 g, 5.0 mmol), quinoline (0.13 ml), Lindlar's catalyst (100 mg, 17% w/w) and EtOH (20 mL) was hydrogenated in a Parr apparatus at 50 psi of H2 for 1 h. The mixture was filtered through Celite, and the filtrate was concentrated in vacuo to dryness to give undec-10-en-1-ol (0.86 g, 100%) as a colorless oil, which was used in the next step without further purification: 1H NMR (300 MHz, CDCl3) δ 5.78 (1H, m), 4.92 (2H, m), 3.61 (2H, t, J=6.6 Hz), 2.01 (2H, m), 1.53... Starting materials: CCO, CC1CCCC(C)N1C(=O)CCl, [K+], N#C[S-]. Product: CC1CCCC(C)N1C(=O)CSC#N. As a reaction SMILES: [CH3:17][CH2:18][OH:19].[Cl:1][CH2:2][C:3](=[O:4])[N:5]1[CH:6]([CH3:12])[CH2:7][CH2:8][CH2:9][CH:10]1[CH3:11].[K+:13].[S-:14][C:15]#[N:16]>>[CH2:2]([C:3](=[O:4])[N:5]1[CH:6]([CH3:12])[CH2:7][CH2:8][CH2:9][CH:10]1[CH3:11])[S:14][C:15]#[N:16]. Reactants: FC1=C(C=C(C(=C1)Br)O)N1C(OC(C1=O)=C(C)CC)=O (3-(2'-fluoro-4'-bromo-5'-hydroxyphenyl)-5-(sec-butylidene)-1,3-oxazolidine-2,4-dione), C([O-])([O-])=O.[K+].[K+] (potassium carbonate), C(C#C)Br (propargyl bromide). The solvent is C(C)#N (acetonitrile). The product is FC1=C(C=C(C(=C1)Br)OCC#C)N1C(OC(C1=O)=C(C)CC)=O (3-(2'-fluoro-4'-bromo-5'-propargyloxyphenyl)-5-(sec-butylidene)-1,3-oxazolidine-2,4-dione). Yield: 76.6%. Reaction SMILES: [F:1][C:2]1[CH:7]=[C:6]([Br:8])[C:5]([OH:9])=[CH:4][C:3]=1[N:10]1[C:14](=[O:15])[C:13](=[C:16]([CH2:18][CH3:19])[CH3:17])[O:12][C:11]1=[O:20].C(=O)([O-])[O-].[K+].[K+].[CH2:27](Br)[C:28]#[CH:29]>C(#N)C>[F:1][C:2]1[CH:7]=[C:6]([Br:8])[C:5]([O:9][CH2:29][C:28]#[CH:27])=[CH:4][C:3]=1[N:10]1[C:14](=[O:15])[C:13](=[C:16]([CH2:18][CH3:19])[CH3:17])[O:12][C:11]1=[O:20] |f:1.2.3|. Procedure: To an acetonitrile solution (25 ml) of 3-(2'-fluoro-4'-bromo-5'-hydroxyphenyl)-5-(sec-butylidene)-1,3-oxazolidine-2,4-dione (0.26 g, 0.82 mmol) was added potassium carbonate (0.11 g) and the mixture was heated at reflux for 1 hour. After the addition of propargyl bromide (0.1 g, 0.83 mmol), the reaction mixture was further refluxed for 1 hour. 3-(2'-fluoro-4'-bromo-5'-propargyloxyphenyl)-5-(sec-butylidene)-1,3-oxazolidine-2,4-dione (0.24 g, 77% yield) was obtained by an operation similar to that... Reactants: COc1ccccc1C(F)CBr, O. The product is C=C(F)c1ccccc1OC. Reaction SMILES: [Br:1][CH2:2][CH:3]([F:4])[c:5]1[c:6]([O:11][CH3:12])[cH:7][cH:8][cH:9][cH:10]1.[OH2:13]>>[CH2:2]=[C:3]([F:4])[c:5]1[c:6]([O:11][CH3:12])[cH:7][cH:8][cH:9][cH:10]1. Reagents/catalysts: CN(C)C=1C=CN=CC1 (DMAP). The reactants are CCOC(=O)C (EtOAc), C(C)OC(CCCOC1=C(C(=CC=C1)CCCCCCOC1=CC(=CC(=C1)CO)Br)CCC(=O)OCC)=O (4-[3-[6-(3-Bromo-5-hydroxymethyl-phenoxy)-hexyl]-2-(2-ethoxycarbonyl-ethyl)-phenoxy]-butyric acid ethyl ester), TEA, CO (MeOH), CS(=O)(=O)Cl (MsCl). Yields the product C(C)OC(CCCOC1=C(C(=CC=C1)CCCCCCOC1=CC(=CC(=C1)COS(=O)(=O)C)Br)CCC(=O)OCC)=O (4-[3-[6-(3-Bromo-5-methanesulfonyloxymethyl-phenoxy)-hexyl]-2-(2-ethoxycarbonyl-ethyl)-phenoxy]-butyric acid ethyl ester). Run in C(Cl)Cl (DCM). Isolated yield 74.0%. Reaction SMILES: [CH2:1]([O:3][C:4](=[O:38])[CH2:5][CH2:6][CH2:7][O:8][C:9]1[CH:14]=[CH:13][CH:12]=[C:11]([CH2:15][CH2:16][CH2:17][CH2:18][CH2:19][CH2:20][O:21][C:22]2[CH:27]=[C:26]([CH2:28][OH:29])[CH:25]=[C:24]([Br:30])[CH:23]=2)[C:10]=1[CH2:31][CH2:32][C:33]([O:35][CH2:36][CH3:37])=[O:34])[CH3:2].[CH3:39][S:40](Cl)(=[O:42])=[O:41].CO.CCOC(C)=O>C(Cl)Cl.CN(C1C=CN=CC=1)C>[CH2:1]([O:3][C:4](=[O:38])[CH2:5][CH2:6][CH2:7][O:8][C:9]1[CH:14]=[CH:13][CH:12]=[C:11]([CH2:15][CH2:16][CH2:17][CH2:18][CH2:19][CH2:20][O:21][C:22]2[CH:27]=[C:26]([CH2:28][O:29][S:40]([CH3:39])(=[O:42])=[O:41])[CH:25]=[C:24]([Br:30])[CH:23]=2)[C:10]=1[CH2:31][CH2:32][C:33]([O:35][CH2:36][CH3:37])=[O:34])[CH3:2]. Run at time 2.5 hour. Reported procedure: To a solution of 4-[3-[6-(3-Bromo-5-hydroxymethyl-phenoxy)-hexyl]-2-(2-ethoxycarbonyl-ethyl)-phenoxy]-butyric acid ethyl ester (2.99 g, 5.05 mmol) in DCM (100 mL), TEA (3.52 mL, 25.26 mmol), DMAP (62 mg, 0.505 mmol) were added, followed by MsCl (0.60 mL, 7.58 mmol), and stirred at room temperature for 2.5 h. MeOH (4 mL) was added to quench the reaction. The solvent was removed under reduced pressure. Flash column chromatography (40% EtOAc/Hex) provided a colorless oil (2.51 g, 74% yield). 1H NMR... The reactants are ClCC1=NNC2=CC=C(C=C12)Cl (3-chloromethyl-5-chloro-1H-indazole), [C-]#N.[K+] (potassium cyanide). Run in C(C)O (ethanol), O (water). Conditions: temperature 5 celsius. The product is C(#N)CC1=NNC2=CC=C(C=C12)Cl (3-cyanomethyl-5-chloro-1H-indazole). Isolated yield 69.9%. As a reaction SMILES: Cl[CH2:2][C:3]1[C:11]2[C:6](=[CH:7][CH:8]=[C:9]([Cl:12])[CH:10]=2)[NH:5][N:4]=1.[C-:13]#[N:14].[K+]>C(O)C.O>[C:13]([CH2:2][C:3]1[C:11]2[C:6](=[CH:7][CH:8]=[C:9]([Cl:12])[CH:10]=2)[NH:5][N:4]=1)#[N:14] |f:1.2|. Reported procedure: A solution of 3-chloromethyl-5-chloro-1H-indazole (4.5 g) in ethanol (50 ml) is dropwise added to a solution of potassium cyanide (17 g) in water (10 ml) while stirring at 5° C, and the resulting mixture is stirred at room temperature for 2 hours and at 50° C for 2 hours. The reaction mixture is cooled and the precipitated potassium chloride is removed by filtration. The filtrate is concentrated under reduced pressure, admixed with water and extracted with ether. The ether layer is washed with w... Yields the product OC[C@@H](OC=1C=C(C(=O)NC2=NN(C=C2)C)C=C(C1)OC1=CC=C(C=C1)S(=O)(=O)C)C (3-[(1S)-2-Hydroxy-1-methylethoxy]-N-(1-methyl-1H-pyrazol-3-yl)-5-[4-(methylsulfonyl)phenoxy]benzamide). Yield: 82.5%. Reaction conditions: temperature 45 celsius, time 18 hour. Starting materials: Cl.OC[C@@H](OC=1C=C(C(=O)NC2=NN(C=C2)C)C=C(C1)OC1=CC=C(C=C1)S(=O)(=O)C)C (3-[(1S)-2-Hydroxy-1-methylethoxy]-N-(1-methyl-1H-pyrazol-3-yl)-5-[4-(methylsulfonyl)phenoxy]benzamide hydrochloride), C(O)([O-])=O.[Na+] (sodium hydrogen carbonate). The solvent is C(C)(=O)OCC (ethyl acetate). Reported procedure: 3-[(1S)-2-Hydroxy-1-methylethoxy]-N-(1-methyl-1H-pyrazol-3-yl)-5-[4-(methylsulfonyl)phenoxy]benzamide hydrochloride (2907.8 g, 6.03 mol) and ethyl acetate (30 L) were charged to the reaction vessel and stirred to give a thick cream slurry. Saturated aqueous sodium hydrogen carbonate solution (7.3 L) was charged to the reaction over at least 15 minutes (to control gas evolution). The mixture was stirred for at least 30 minutes until the solid had dissolved to give a clear solution. The aqueous ph... Reaction SMILES: Cl.[OH:2][CH2:3][C@H:4]([CH3:32])[O:5][C:6]1[CH:7]=[C:8]([CH:18]=[C:19]([O:21][C:22]2[CH:27]=[CH:26][C:25]([S:28]([CH3:31])(=[O:30])=[O:29])=[CH:24][CH:23]=2)[CH:20]=1)[C:9]([NH:11][C:12]1[CH:16]=[CH:15][N:14]([CH3:17])[N:13]=1)=[O:10].C(=O)([O-])O.[Na+]>C(OCC)(=O)C>[OH:2][CH2:3][C@H:4]([CH3:32])[O:5][C:6]1[CH:7]=[C:8]([CH:18]=[C:19]([O:21][C:22]2[CH:27]=[CH:26][C:25]([S:28]([CH3:31])(=[O:29])=[O:30])=[CH:24][CH:23]=2)[CH:20]=1)[C:9]([NH:11][C:12]1[CH:16]=[CH:15][N:14]([CH3:17])[N:13]=1)=[O:10] |f:0.1,2.3|.